From a dataset of the Open Reaction Database (ORD), a public repository of structured organic reaction records. describe an organic reaction: reactants, conditions, products, and yield The reactants are NC1=CC=2CC3=CC=CC(=C3C2C=C1)F (2-amino-5-fluorofluorene), Compound 126, Compound 126. Run in CCCCCC.CCOC(=O)C (hexane EtOAc). The product is FC1=CC=CC=2C=C3C(=CC4=C(CC(NC4=C3)(C)C)C)C12 (6-Fluoro-1,2-dihydro-2,2,4-trimethylindeno[1,2-g]quinoline). As a reaction SMILES: [NH2:1][C:2]1[CH:14]=[CH:13][C:12]2[C:11]3[C:6](=[CH:7][CH:8]=[CH:9][C:10]=3[F:15])[CH2:5][C:4]=2[CH:3]=1>CCCCCC.CCOC(C)=O>[F:15][C:10]1[C:11]2[C:12]3=[CH:13][C:14]4[C:2](=[CH:3][C:4]3=[CH:5][C:6]=2[CH:7]=[CH:8][CH:9]=1)[NH:1][C:4]([CH3:5])([CH3:12])[CH2:3][C:2]=4[CH3:14] |f:1.2|. Procedure: This compound was prepared according to General Method 3 (EXAMPLE 16) from 2-amino-5-fluorofluorene (structure 15, where R2, R4-6=H, R3=F, X=CH2) (360 mg, 1.72 mmol) to 125 mg (26%) of Compound 126 as a light brown solid. Data for Compound 126: Rf=0.63 (silca gel, hexane/EtOAc, 3:1); 1H NMR (400 MHz, acetone-d6): 7.55 (s, 1H), 7.25 (d, J=7.3, 1H), 7.12 (m, 1H), 7.02 (d, J=10, 10, 1H) 6.73 (s, 1H), 5.39 (s, 1H), 3.81 (s, 2H), 2.87 (s, 3H), 1.28 (s, 6H). Starting materials: [Al+3], [Cl-], [Cl-], [Cl-], Clc1nnc(Cl)c2ccccc12, Cc1cc2cc(Cl)ccc2[nH]1, ClCCCl. The product is Cc1[nH]c2ccc(Cl)cc2c1-c1nnc(Cl)c2ccccc12. As a reaction SMILES: [Al+3:25].[Cl-:24].[Cl-:26].[Cl-:27].[Cl:12][c:13]1[n:14][n:15][c:16]([Cl:23])[c:17]2[cH:18][cH:19][cH:20][cH:21][c:22]12.[Cl:1][c:2]1[cH:3][c:4]2[cH:5][c:6]([CH3:11])[nH:7][c:8]2[cH:9][cH:10]1.[Cl:28][CH2:29][CH2:30][Cl:31]>>[Cl:1][c:2]1[cH:3][c:4]2[c:5](-[c:16]3[n:15][n:14][c:13]([Cl:12])[c:22]4[c:17]3[cH:18][cH:19][cH:20][cH:21]4)[c:6]([CH3:11])[nH:7][c:8]2[cH:9][cH:10]1. Reactants: C(C)N1CCC2(CC1)C(C1=CC=CC=C1CC2)=O (ethyl 3,4-dihydro-1-oxospiro[naphthalene-2(1H), 4'piperidine]). Run in C(C)O (ethanol), [OH-].[K+] (potassium hydroxide). Yields the product O=C1C2=CC=CC=C2CCC12CCNCC2 (3,4-Dihydro-1-oxospiro[naphthalene-2(1H),4'-piperidine]). Isolated yield 77.7%. Reaction SMILES: C([N:3]1[CH2:8][CH2:7][C:6]2([CH2:17][CH2:16][C:15]3[C:10](=[CH:11][CH:12]=[CH:13][CH:14]=3)[C:9]2=[O:18])[CH2:5][CH2:4]1)C>C(O)C.[OH-].[K+]>[O:18]=[C:9]1[C:6]2([CH2:7][CH2:8][NH:3][CH2:4][CH2:5]2)[CH2:17][CH2:16][C:15]2[C:10]1=[CH:11][CH:12]=[CH:13][CH:14]=2 |f:2.3|. Procedure: A solution of 1.84 g (6.4 mmoles) ethyl 3,4-dihydro-1-oxospiro[naphthalene-2(1H), 4'piperidine] in 32 ml ethanol and 16 ml of 50% potassium hydroxide solution was heated at reflux for 18 hours. The solution was concentrated in vacuo to remove ethanol and the aqueous residue was extracted with 3×40 ml ether. The combined organic extracts were extracted with 2×40 ml 3N hydrochloric acid. The combined aqueous extracts were made basic with 10N sodium hydroxide and extracted with 3×75 ml ether. The c... Starting materials: I(=O)(=O)[O-].[Na+] (Sodium iodate), ice, ClC1=CC(=C(C=C1)C)[N+](=O)[O-] (4-chloro-2-nitrotoluene), II (iodine), S(O)(O)(=O)=O (sulfuric acid). Solvent: O (Water). Reaction conditions: time 6 hour. Product: IC1=C(C(=CC(=C1)Cl)[N+](=O)[O-])C (2-Iodo-4-chloro-6-nitrotoluene). Reaction SMILES: I([O-])(=O)=O.[Na+].[Cl:6][C:7]1[CH:12]=[CH:11][C:10]([CH3:13])=[C:9]([N+:14]([O-:16])=[O:15])[CH:8]=1.[I:17]I.S(=O)(=O)(O)O>O>[I:17][C:11]1[CH:12]=[C:7]([Cl:6])[CH:8]=[C:9]([N+:14]([O-:16])=[O:15])[C:10]=1[CH3:13] |f:0.1|. Reported procedure: Sodium iodate (158 g, 0.800 mol, 0.4 eq.) was added portionwise, under nitrogen atmosphere, to an ice-cooled mixture of 4-chloro-2-nitrotoluene (343 g, 2.00 mol), iodine (204 g, 0.800 mol, 0.4 eq.) and conc. sulfuric acid (1960 g, 20.0 mol, 10 eq.) and the resulting mixture was stirred at a temperature of 5° C. to 10° C. for 6 hours. Water (2 L) was added dropwise thereto with stirring in an ice-water bath, and the mixture was extracted with toluene (2.5 L). The combined organic layer was treate... The reactants are C(C=C)OC/C(=C/C1=CC=C(C=C1)C)/C (1-[(1E)-3-(Allyloxy)-2-methyl-1-propenyl]-4-methylbenzene), RuCl2(PPh3)3, C1=CC=CC=C1 (benzene). Run at time 24 hour. Yields the product CC(C=O)C(C(=C)C)C1=CC=C(C=C1)C (2,4-Dimethyl-3-(4-methylphenyl)-4-pentenal). Isolated yield 29.0%. As a reaction SMILES: C([O:4][CH2:5]/[C:6](/[CH3:15])=[CH:7]/[C:8]1[CH:13]=[CH:12][C:11]([CH3:14])=[CH:10][CH:9]=1)C=C.[CH:16]1[CH:21]=CC=C[CH:17]=1>>[CH3:15][CH:6]([CH:7]([C:8]1[CH:9]=[CH:10][C:11]([CH3:14])=[CH:12][CH:13]=1)[C:16]([CH3:21])=[CH2:17])[CH:5]=[O:4]. Procedure: The 1-[(1E)-3-(Allyloxy)-2-methyl-1-propenyl]-4-methylbenzene (72.7 g, 0.359 mol), [RuCl2(PPh3)3] (1.1 g), BHT (50 mg) and benzene (250 ml) were heated together in an autoclave placed in an oil bath at 165-170° C. for 24 hours. After cooling to room temperature, the benzene was evaporated under vacuum and the residue chromatographed on silica gel (eluent: heptanes/ethyl acetate 25:1 to 4:1), then distilled under vacuum through a 20-cm Widmer column. 21.3 g of the desired product were obtained (y...